From a dataset of the Open Reaction Database (ORD), a public repository of structured organic reaction records. describe an organic reaction: reactants, conditions, products, and yield The reactants are C(C1=CC=CC=C1)C1CCC(CC1)=O (4-benzylcyclohexanone), C(C1=CC=CC=C1)C1CCC(CC1)=O (4-benzyl-cyclohexanone), C(C)(=O)[O-].[NH4+] (ammonium acetate), C(#N)[BH3-].[Na+] (sodium cyanoborohydride). Solvent: CO (methanol). Run at time 10 minute. Product: C(C1=CC=CC=C1)C1CCC(CC1)N (4-Benzyl-cyclohexylamine). RXN SMILES: [CH2:1]([CH:8]1[CH2:13][CH2:12][C:11](=O)[CH2:10][CH2:9]1)[C:2]1[CH:7]=[CH:6][CH:5]=[CH:4][CH:3]=1.C([O-])(=O)C.[NH4+].C([BH3-])#[N:21].[Na+]>CO>[CH2:1]([CH:8]1[CH2:13][CH2:12][CH:11]([NH2:21])[CH2:10][CH2:9]1)[C:2]1[CH:7]=[CH:6][CH:5]=[CH:4][CH:3]=1 |f:1.2,3.4|. Procedure: A mixture of 2 g of 4-benzylcyclohexanone, the product of Example 1, Step 3, 16 g of ammonium acetate, 100 mL of methanol and 2.5 g of sodium cyanoborohydride was stirred for 5 days at room temperature. After cooling in an ice bath, the reaction was carefully quenched in an efficient fume hood by dropwise addition of 25 mL of 1N HCl. After stirring for 10 min, sodium hydroxide pellets were added to the cold solution until the pH (indicator paper) was about 10. The mixture was concentrated under ... Reactants: COc1cc(C(C)=O)cc(OC)c1OC, O=Cc1c[nH]c2cc([N+](=O)[O-])ccc12. The product is COc1cc(C(=O)C=Cc2c[nH]c3cc([N+](=O)[O-])ccc23)cc(OC)c1OC. As a reaction SMILES: [CH3:1][O:2][c:3]1[cH:4][c:5]([C:13]([CH3:14])=[O:15])[cH:6][c:7]([O:11][CH3:12])[c:8]1[O:9][CH3:10].[N+:16](=[O:17])([O-:18])[c:19]1[cH:20][cH:21][c:22]2[c:23]([CH:28]=[O:29])[cH:24][nH:25][c:26]2[cH:27]1>>[CH3:1][O:2][c:3]1[cH:4][c:5]([C:13]([CH:14]=[CH:28][c:23]2[c:22]3[cH:21][cH:20][c:19]([N+:16](=[O:17])[O-:18])[cH:27][c:26]3[nH:25][cH:24]2)=[O:15])[cH:6][c:7]([O:11][CH3:12])[c:8]1[O:9][CH3:10]. The reactants are N1(N=NN=C1)C1=CC=C(C=N1)CC(=O)O ([6-(1H-tetrazol-1-yl)pyridin-3-yl]acetic acid), N1(N=NN=C1)C=1C=CC(=NC1)CC(=O)O ([5-(1H-tetrazol-1-yl)pyridin-2-yl]acetic acid), ClC1=NC=C(C=C1Cl)[N+](=O)[O-] (2,3-dichloro-5-nitropyridine). The product is ClC=1C(=NC=C(C1)N1N=NN=C1)CC(=O)O (2-(3-chloro-5-(1H-tetrazol-1-yl)pyridin-2-yl)acetic acid). RXN SMILES: N1(C2N=CC(CC(O)=O)=CC=2)C=NN=N1.[N:16]1([C:21]2[CH:22]=[CH:23][C:24]([CH2:27][C:28]([OH:30])=[O:29])=[N:25][CH:26]=2)[CH:20]=[N:19][N:18]=[N:17]1.[Cl:31]C1C(Cl)=CC([N+]([O-])=O)=CN=1>>[Cl:31][C:23]1[C:24]([CH2:27][C:28]([OH:30])=[O:29])=[N:25][CH:26]=[C:21]([N:16]2[CH:20]=[N:19][N:18]=[N:17]2)[CH:22]=1. Procedure: The title compound was prepared in an analagous fashion to that described for the syntheses of [6-(1H-tetrazol-1-yl)pyridin-3-yl]acetic acid (Steps B-F) and [5-(1H-tetrazol-1-yl)pyridin-2-yl]acetic acid (Steps A-E) starting from 2,3-dichloro-5-nitropyridine. LC/MS: [(M+1-28)]+=212.5. The reactants are ClC1=NC=CC(=C1)C1=C(C(=CC2=CC(=C(C=C12)OC)OC)C(=O)OC)C(=O)OC (1-(2-chloro-4-pyridyl)-2,3-bis(methoxycarbonyl)-6,7-dimethoxynaphthalene), P(Br)(Br)Br (phosphorus tribromide). Run in ClC(C(Cl)Cl)Cl (1,1,2,2-tetrachloroethane). Reaction conditions: temperature 100 celsius, time 10 hour. The product is BrC1=NC=CC(=C1)C1=C(C(=CC2=CC(=C(C=C12)OC)OC)C(=O)OC)C(=O)OC (1-(2-bromo-4-pyridyl)-2,3-bis(methoxycarbonyl)-6,7-dimethoxynaphthalene). Reaction SMILES: Cl[C:2]1[CH:7]=[C:6]([C:8]2[C:17]3[C:12](=[CH:13][C:14]([O:20][CH3:21])=[C:15]([O:18][CH3:19])[CH:16]=3)[CH:11]=[C:10]([C:22]([O:24][CH3:25])=[O:23])[C:9]=2[C:26]([O:28][CH3:29])=[O:27])[CH:5]=[CH:4][N:3]=1.P(Br)(Br)[Br:31]>ClC(Cl)C(Cl)Cl>[Br:31][C:2]1[CH:7]=[C:6]([C:8]2[C:17]3[C:12](=[CH:13][C:14]([O:20][CH3:21])=[C:15]([O:18][CH3:19])[CH:16]=3)[CH:11]=[C:10]([C:22]([O:24][CH3:25])=[O:23])[C:9]=2[C:26]([O:28][CH3:29])=[O:27])[CH:5]=[CH:4][N:3]=1. Procedure details: A mixture of 1-(2-chloro-4-pyridyl)-2,3-bis(methoxycarbonyl)-6,7-dimethoxynaphthalene (22.7 g), phosphorus tribromide (52 ml) and 1,1,2,2-tetrachloroethane (100 ml) is stirred at 100° C. for 10 hours. After the reaction is complete, the mixture is concentrated under reduced pressure to remove the solvent, and thereto are added methylene chloride and an aqueous potassium carbonate solution. The methylene chloride layer is separated, and concentrated under reduced pressure to remove the solvent. T... Starting materials: NC=1C=C2C=CNC2=CC1 (5-aminoindole), ClCCNCCCl (bis(2-chloroethyl)amine), N1C=CC2=C(C=CC=C12)N1CCNCC1 (1-(1H-indol-4-yl)piperazine). Yields the product N1C=CC2=CC(=CC=C12)N1CCNCC1 (1-(1H-indol-5-yl)piperazine). RXN SMILES: NC1C=C2C(=CC=1)NC=C2.ClCCNCCCl.[NH:18]1[C:26]2[C:21](=[C:22]([N:27]3[CH2:32][CH2:31][NH:30][CH2:29][CH2:28]3)[CH:23]=[CH:24][CH:25]=2)[CH:20]=[CH:19]1>>[NH:18]1[C:19]2[C:24](=[CH:23][C:22]([N:27]3[CH2:28][CH2:29][NH:30][CH2:31][CH2:32]3)=[CH:21][CH:20]=2)[CH:25]=[CH:26]1. Procedure: This piperazine was prepared by treatment of 5-aminoindole with and bis(2-chloroethyl)amine by a procedure analogous to the procedure described above for the preparation of 1-(1H-indol-4-yl)piperazine. Starting materials: C1(=CC=CC=C1)C1(CCC([C@H]2CN(C[C@@H]12)C(=O)OC(C)(C)C)=O)C1=CC=CC=C1 ((3aR, 7aR)-7,7-diphenyl-2-tert-butyloxycarbonyl-4-perhydroisoindolone), [BH4-].[Na+] (sodium borohydride), aqueous solution, Cl (hydrochloric acid). The solvent is CO (methanol), CO (methanol). Run at time 3 hour. Yields the product C1(=CC=CC=C1)C1(CC[C@@H]([C@H]2CN(C[C@@H]12)C(=O)OC(C)(C)C)O)C1=CC=CC=C1 ((3aR, 4S, 7aR)-7,7-diphenyl-2-tert-butyloxycarbonyl-4-perhydroisoindolol). The yield is 46.9%. Reaction SMILES: [BH4-].[Na+].[C:3]1([C:9]2([C:26]3[CH:31]=[CH:30][CH:29]=[CH:28][CH:27]=3)[C@H:17]3[C@H:13]([CH2:14][N:15]([C:18]([O:20][C:21]([CH3:24])([CH3:23])[CH3:22])=[O:19])[CH2:16]3)[C:12](=[O:25])[CH2:11][CH2:10]2)[CH:8]=[CH:7][CH:6]=[CH:5][CH:4]=1.Cl>CO>[C:3]1([C:9]2([C:26]3[CH:27]=[CH:28][CH:29]=[CH:30][CH:31]=3)[C@H:17]3[C@H:13]([CH2:14][N:15]([C:18]([O:20][C:21]([CH3:24])([CH3:23])[CH3:22])=[O:19])[CH2:16]3)[C@@H:12]([OH:25])[CH2:11][CH2:10]2)[CH:4]=[CH:5][CH:6]=[CH:7][CH:8]=1 |f:0.1|. Procedure details: A solution of 1 g of sodium borohydride in 200 cm3 of methanol is added dropwise over 40 minutes to a solution, cooled to +4° C., of 17.8 g of (3aR, 7aR)-7,7-diphenyl-2-tert-butyloxycarbonyl-4-perhydroisoindolone in one litre of methanol, followed by 10 drops of lye. The reaction mixture is stirred for 3 hours at +4° C. and then 2 cm3 of a 0.1N aqueous solution of hydrochloric acid are added and the mixture is concentrated to dryness under reduced pressure (2.7 kPa). The residue is dissolved in ... Starting materials: CCOC(=O)CC#N, CC(=O)[O-], CC(=O)O, [NH4+], CC(C)(C)OC(=O)N1CCC(=O)CC1, c1ccccc1. Reaction SMILES: [C:15](#[N:16])[CH2:17][C:18](=[O:19])[O:20][CH2:21][CH3:22].[CH3:24][C:25](=[O:26])[O-:27].[CH3:28][C:29](=[O:30])[OH:31].[NH4+:23].[O:1]=[C:2]1[CH2:3][CH2:4][N:5]([C:8](=[O:9])[O:10][C:11]([CH3:12])([CH3:13])[CH3:14])[CH2:6][CH2:7]1.[cH:32]1[cH:33][cH:34][cH:35][cH:36][cH:37]1>>[C:2]1(=[C:17]([C:15]#[N:16])[C:18](=[O:19])[O:20][CH2:21][CH3:22])[CH2:3][CH2:4][N:5]([C:8](=[O:9])[O:10][C:11]([CH3:12])([CH3:13])[CH3:14])[CH2:6][CH2:7]1. Product: CCOC(=O)C(C#N)=C1CCN(C(=O)OC(C)(C)C)CC1. The reactants are O=C(O)CC(O)CCCCNC(=O)OCc1ccccc1, COCCOC, C=[N+]=[N-]. Yields the product COC(=O)CC(O)CCCCNC(=O)OCc1ccccc1. As a reaction SMILES: [CH2:1]([c:2]1[cH:3][cH:4][cH:5][cH:6][cH:7]1)[O:8][C:9](=[O:10])[NH:11][CH2:12][CH2:13][CH2:14][CH2:15][CH:16]([CH2:17][C:18](=[O:19])[OH:20])[OH:21].[CH3:25][O:26][CH2:27][CH2:28][O:29][CH3:30].[N+:22](=[N-:23])=[CH2:24]>>[CH2:1]([c:2]1[cH:3][cH:4][cH:5][cH:6][cH:7]1)[O:8][C:9](=[O:10])[NH:11][CH2:12][CH2:13][CH2:14][CH2:15][CH:16]([CH2:17][C:18]([O:19][CH3:24])=[O:20])[OH:21].